describe an organic reaction: reactants, conditions, products, and yield From a dataset of the Open Reaction Database (ORD), a public repository of structured organic reaction records. Reactants: C1(=CC=CC=C1)N1NC(=CC1C1=CC=CC=C1)C1=CC=CC=C1 (1,3,5-Triphenylpyrazoline). Solvent: C(C)(=O)O (acetic acid). Reported procedure: 1,3,5-Triphenylpyrazoline (300 mg, 1.01 mmol), 150 mg of an oxidation catalyst and acetic acid (3.5 ml) were charged into a 100 ml three-neck flask, and were stirred at 120° C. for 2.5 hours under an oxygen atmosphere. The reaction mixture was filtered through Cerite. The filtrate was poured into a saturated aqueous solution of sodium hydrogencarbonate and then was extracted with ethyl acetate. The extract was condensed and 1,3,5-triphenylpyrazole was obtained as a pale yellow solid by means of ... Reaction SMILES: [C:1]1([N:7]2[CH:11]([C:12]3[CH:17]=[CH:16][CH:15]=[CH:14][CH:13]=3)[CH:10]=[C:9]([C:18]3[CH:23]=[CH:22][CH:21]=[CH:20][CH:19]=3)[NH:8]2)[CH:6]=[CH:5][CH:4]=[CH:3][CH:2]=1>C(O)(=O)C>[C:1]1([N:7]2[C:11]([C:12]3[CH:17]=[CH:16][CH:15]=[CH:14][CH:13]=3)=[CH:10][C:9]([C:18]3[CH:23]=[CH:22][CH:21]=[CH:20][CH:19]=3)=[N:8]2)[CH:6]=[CH:5][CH:4]=[CH:3][CH:2]=1. The product is C1(=CC=CC=C1)N1N=C(C=C1C1=CC=CC=C1)C1=CC=CC=C1 (1,3,5-triphenylpyrazole). Conditions: temperature 120 celsius, time 2.5 hour. Reagents/catalysts: oxidation catalyst. The reactants are ClC1=C(C=CC=C1)C(C)OC(NC=1C(=NOC1C1=CC=C(C=C1)C#CCO)C)=O ({5-[4-(3-hydroxy-prop-1-ynyl)-phenyl]-3-methyl-isoxazol-4-yl}-carbamic acid 1-(2-chloro-phenyl)-ethyl ester), N1N=CC(=C1)C(=O)OCC (ethyl 4-pyrazolecarboxylate). Product: C(C)OC(=O)C=1C=NN(C1)CC#CC1=CC=C(C=C1)C1=C(C(=NO1)C)NC(=O)OC(C)C1=C(C=CC=C1)Cl (1-[3-(4-{4-[1-(2-Chloro-phenyl)-ethoxycarbonylamino]-3-methyl-isoxazol-5-yl}-phenyl)-prop-2-ynyl]-1H-pyrazole-4-carboxylic acid ethyl ester). Reaction SMILES: [Cl:1][C:2]1[CH:7]=[CH:6][CH:5]=[CH:4][C:3]=1[CH:8]([O:10][C:11](=[O:29])[NH:12][C:13]1[C:14]([CH3:28])=[N:15][O:16][C:17]=1[C:18]1[CH:23]=[CH:22][C:21]([C:24]#[C:25][CH2:26]O)=[CH:20][CH:19]=1)[CH3:9].[NH:30]1[CH:34]=[C:33]([C:35]([O:37][CH2:38][CH3:39])=[O:36])[CH:32]=[N:31]1>>[CH2:38]([O:37][C:35]([C:33]1[CH:34]=[N:30][N:31]([CH2:26][C:25]#[C:24][C:21]2[CH:22]=[CH:23][C:18]([C:17]3[O:16][N:15]=[C:14]([CH3:28])[C:13]=3[NH:12][C:11]([O:10][CH:8]([C:3]3[CH:4]=[CH:5][CH:6]=[CH:7][C:2]=3[Cl:1])[CH3:9])=[O:29])=[CH:19][CH:20]=2)[CH:32]=1)=[O:36])[CH3:39]. Reported procedure: Prepared according to the procedure described in Example 5, Step 2, using the following starting materials: {5-[4-(3-hydroxy-prop-1-ynyl)-phenyl]-3-methyl-isoxazol-4-yl}-carbamic acid 1-(2-chloro-phenyl)-ethyl ester and ethyl 4-pyrazolecarboxylate.